Dataset: the Open Reaction Database (ORD), a public repository of structured organic reaction records. Task: describe an organic reaction: reactants, conditions, products, and yield Starting materials: C(C)(=O)NC1=C(NC2=CC=C(C=C12)OC)C(=O)N(C)OC (3-acetylamino-5-methoxy-2-(N-methoxy-N-methylamino)carbonyl indole), C1(=CC=CC=C1)[Mg]Br (phenylmagnesium bromide). The product is C(C)(=O)NC1=C(NC2=CC=C(C=C12)OC)C(C1=CC=CC=C1)=O (3-Acetylamino-2-benzoyl-5-methoxyindole). RXN SMILES: [C:1]([NH:4][C:5]1[C:13]2[C:8](=[CH:9][CH:10]=[C:11]([O:14][CH3:15])[CH:12]=2)[NH:7][C:6]=1[C:16](N(OC)C)=[O:17])(=[O:3])[CH3:2].[C:22]1([Mg]Br)[CH:27]=[CH:26][CH:25]=[CH:24][CH:23]=1>>[C:1]([NH:4][C:5]1[C:13]2[C:8](=[CH:9][CH:10]=[C:11]([O:14][CH3:15])[CH:12]=2)[NH:7][C:6]=1[C:16](=[O:17])[C:22]1[CH:27]=[CH:26][CH:25]=[CH:24][CH:23]=1)(=[O:3])[CH3:2]. Procedure: The title compound was prepared in an analogous manner to the procedure described in step 3 of Example 125 employing 3-acetylamino-5-methoxy-2-(N-methoxy-N-methylamino)carbonyl indole (step 4) and phenylmagnesium bromide. Starting materials: BrC1=C(C=C(C=C1C)OCCOCC)C (2-bromo-5-(2-ethoxyethoxy)-1,3-dimethylbenzene), CCCCCC.C(CCC)[Li] (n-butyllithium hexane), Cl (Hydrochloric acid), B(OC(C)C)(OC(C)C)OC(C)C (triisopropyl borate). Solvent: O1CCCC1 (tetrahydrofuran). Yields the product C(C)OCCOC1=CC(=C(C(=C1)C)B(O)O)C ([4-(2-ethoxyethoxy)-2,6-dimethylphenyl]boronic acid). Isolated yield 67.7%. Reaction SMILES: Br[C:2]1[C:7]([CH3:8])=[CH:6][C:5]([O:9][CH2:10][CH2:11][O:12][CH2:13][CH3:14])=[CH:4][C:3]=1[CH3:15].CCCCCC.C([Li])CCC.[B:27](OC(C)C)([O:32]C(C)C)[O:28]C(C)C.Cl>O1CCCC1>[CH2:13]([O:12][CH2:11][CH2:10][O:9][C:5]1[CH:6]=[C:7]([CH3:8])[C:2]([B:27]([OH:32])[OH:28])=[C:3]([CH3:15])[CH:4]=1)[CH3:14] |f:1.2|. Procedure details: To a solution of 2-bromo-5-(2-ethoxyethoxy)-1,3-dimethylbenzene (10.0 g, 36.6 mmol) in tetrahydrofuran (100 mL) was added n-butyllithium hexane solution (1.6 M, 25.1 mL, 40.2 mmol) at −78° C. with stirring. The reaction mixture was stirred at the same temperature for 30 min. and triisopropyl borate (10.5 mL, 45.5 mmol) was added. The reaction mixture was warmed to room temperature and stirred for 3 hrs. 5 N Hydrochloric acid (20 mL) was added to the reaction mixture and the mixture was partition... Starting materials: C(C)OC(=O)C1=C(SC=C1C1=CC=C(C=C1)OCC1=CC=CC=C1)NC(CC(=O)OCC)=O (4-(4-benzyloxy-phenyl)-2-(2-ethoxycarbonyl-acetylamino)-thiophene-3-carboxylic acid ethyl ester), [H-].[Na+] (NaH). Run in C1CCOC1 (THF). The product is C(C1=CC=CC=C1)OC1=CC=C(C=C1)C1=CSC=2NC(C=C(C21)O)=O (3-(4-Benzyloxy-phenyl)-4-hydroxy-7H-thieno[2,3-b]pyridin-6-one). Yield: 77.2%. As a reaction SMILES: C(OC([C:6]1[C:10]([C:11]2[CH:16]=[CH:15][C:14]([O:17][CH2:18][C:19]3[CH:24]=[CH:23][CH:22]=[CH:21][CH:20]=3)=[CH:13][CH:12]=2)=[CH:9][S:8][C:7]=1[NH:25][C:26](=[O:33])[CH2:27][C:28](OCC)=[O:29])=O)C.[H-].[Na+]>C1COCC1>[CH2:18]([O:17][C:14]1[CH:15]=[CH:16][C:11]([C:10]2[C:6]3[C:28]([OH:29])=[CH:27][C:26](=[O:33])[NH:25][C:7]=3[S:8][CH:9]=2)=[CH:12][CH:13]=1)[C:19]1[CH:24]=[CH:23][CH:22]=[CH:21][CH:20]=1 |f:1.2|. Reported procedure: To a solution of 4.42 g (9.45 mmol) of 4-(4-benzyloxy-phenyl)-2-(2-ethoxycarbonyl-acetylamino)-thiophene-3-carboxylic acid ethyl ester from Example 7c in 50 mL of THF was added 1.6 g (40 mmol) of 60% NaH in mineral oil. The mixture was stirred at reflux under N2 for 17 h, then the excess NaH was quenched by the addition of 25 mL H2O. The reaction was concentrated in vacuo to remove most of the THF, then the remaining mixture was taken up in 75 mL of 2M NaOH and 75 mL of ethanol and heated at ref... The reactants are CON(C)C(=O)c1cn(-c2cccc(-c3ccccc3C#N)c2)cn1, Cn1ccnc1. The product is Cn1ccnc1C(=O)c1cn(-c2cccc(-c3ccccc3C#N)c2)cn1. RXN SMILES: [CH3:1][O:2][N:3]([C:4](=[O:5])[c:6]1[n:7][cH:8][n:9](-[c:11]2[cH:12][c:13](-[c:17]3[c:18]([C:23]#[N:24])[cH:19][cH:20][cH:21][cH:22]3)[cH:14][cH:15][cH:16]2)[cH:10]1)[CH3:25].[CH3:26][n:27]1[cH:28][n:29][cH:30][cH:31]1>>[C:4](=[O:5])([c:6]1[n:7][cH:8][n:9](-[c:11]2[cH:12][c:13](-[c:17]3[c:18]([C:23]#[N:24])[cH:19][cH:20][cH:21][cH:22]3)[cH:14][cH:15][cH:16]2)[cH:10]1)[c:28]1[n:27]([CH3:26])[cH:31][cH:30][n:29]1.